Dataset: the Open Reaction Database (ORD), a public repository of structured organic reaction records. Task: describe an organic reaction: reactants, conditions, products, and yield The product is COC1=C(C=O)C=C(C=C1CCCOC)CCCOC (2-Methoxy-3,5-bis(3-methoxypropyl)benzaldehyde). Reaction SMILES: [CH3:1][O:2][C:3]1[C:10](/[CH:11]=[CH:12]/[CH2:13][O:14][CH3:15])=[CH:9][C:8](/[CH:16]=[CH:17]/[CH2:18][O:19][CH3:20])=[CH:7][C:4]=1[CH:5]=[O:6].C>CCOC(C)=O.[Pd]>[CH3:1][O:2][C:3]1[C:10]([CH2:11][CH2:12][CH2:13][O:14][CH3:15])=[CH:9][C:8]([CH2:16][CH2:17][CH2:18][O:19][CH3:20])=[CH:7][C:4]=1[CH:5]=[O:6]. Procedure details: 2-Methoxy-3,5-bis[(1E)-3-methoxyprop-1-en-1-yl]benzaldehyde (1 eq.) from the previous step and 10% w/w palladium over charcoal (0.1 eq.) were suspended in EtOAc (0.1 M). The vessel was then evacuated and purged with H2. Under a balloon-filled H2 atmosphere, the reaction suspension was stirred at RT for 4 h. The reaction suspension was then quenched with dichloromethane and filtered through a bed of celite. Concentration of the filtrate in vacuo to afford the crude product as a yellow oil. Furthe... Run in CCOC(=O)C (EtOAc). Reagents/catalysts: [Pd] (palladium). Reaction conditions: time 4 hour. The reactants are COC1=C(C=O)C=C(C=C1\C=C\COC)\C=C\COC (2-Methoxy-3,5-bis[(1E)-3-methoxyprop-1-en-1-yl]benzaldehyde), C (charcoal). Starting materials: C(C)(C)N1C2=NC(=NC(=C2N=C1)NC=1C=NN(C1)C)OC1=CC(=CC=C1)[N+](=O)[O-] (9-isopropyl-N-(1-methyl-1H-pyrazol-4-yl)-2-(3-nitrophenoxy)-9H-purin-6-amine), [NH4+].[Cl-] (NH4Cl). The reagents and catalysts are [Fe] (Fe). Run in CCOC(=O)C (EtOAc), O (water). Run at time 8 hour. The product is NC=1C=C(OC2=NC(=C3N=CN(C3=N2)C(C)C)NC=2C=NN(C2)C)C=CC1 (2-(3-aminophenoxy)-9-isopropyl-N-(1-methyl-1H-pyrazol -4-yl)-9H-purin-6-amine). Yield: 90.2%. Reaction SMILES: [CH:1]([N:4]1[CH:12]=[N:11][C:10]2[C:5]1=[N:6][C:7]([O:20][C:21]1[CH:26]=[CH:25][CH:24]=[C:23]([N+:27]([O-])=O)[CH:22]=1)=[N:8][C:9]=2[NH:13][C:14]1[CH:15]=[N:16][N:17]([CH3:19])[CH:18]=1)([CH3:3])[CH3:2].[NH4+].[Cl-]>CCOC(C)=O.O.[Fe]>[NH2:27][C:23]1[CH:22]=[C:21]([CH:26]=[CH:25][CH:24]=1)[O:20][C:7]1[N:6]=[C:5]2[C:10]([N:11]=[CH:12][N:4]2[CH:1]([CH3:3])[CH3:2])=[C:9]([NH:13][C:14]2[CH:15]=[N:16][N:17]([CH3:19])[CH:18]=2)[N:8]=1 |f:1.2|. Procedure details: A mixture of 9-isopropyl-N-(1-methyl-1H-pyrazol-4-yl)-2-(3-nitrophenoxy)-9H-purin-6-amine (50 mg, 0.14 mmol), Fe (39 mg, 0.7 mmol), NH4Cl (75 mg, 1.4 mmol) in EtOAc (10 mL) and water (10 mL) was stirred at rt overnight. The mixture was filtered and the filtrate was extracted with EtOAc (2×10 mL). The combined organic layers were dried over Na2SO4 and concentrated to give crude product (46 mg, 100% yield), which was used the next step directly without further purification. Procedure: 1-(4-Fluorophenyl)pyrrole-2-carboxylic acid (2 g), 5-amino-2-[4-(2-hydroxyethyl)piperazin-1-yl]benzonitrile (2.4 g), 1-hydroxybenzotriazole (1.8 g) and 1-ethyl-3-(3′-dimethylaminopropyl)carbodiimide (2.2 g) were added to dimethylformamide (25 ml) and the mixture was stirred at room temperature for 5 h. The reaction mixture was treated with aqueous potassium carbonate solution and extracted with ethyl acetate. The organic layer was washed with saturated brine and dried over anhydrous magnesium su... Yield: 35.5%. Reaction conditions: time 5 hour. Starting materials: FC1=CC=C(C=C1)N1C(=CC=C1)C(=O)O (1-(4-Fluorophenyl)pyrrole-2-carboxylic acid), NC=1C=CC(=C(C#N)C1)N1CCN(CC1)CCO (5-amino-2-[4-(2-hydroxyethyl)piperazin-1-yl]benzonitrile), ON1N=NC2=C1C=CC=C2 (1-hydroxybenzotriazole), C(C)N=C=NCCCN(C)C (1-ethyl-3-(3′-dimethylaminopropyl)carbodiimide), C([O-])([O-])=O.[K+].[K+] (potassium carbonate). Reaction SMILES: [F:1][C:2]1[CH:7]=[CH:6][C:5]([N:8]2[CH:12]=[CH:11][CH:10]=[C:9]2[C:13]([OH:15])=O)=[CH:4][CH:3]=1.[NH2:16][C:17]1[CH:18]=[CH:19][C:20]([N:25]2[CH2:30][CH2:29][N:28]([CH2:31][CH2:32][OH:33])[CH2:27][CH2:26]2)=[C:21]([CH:24]=1)[C:22]#[N:23].ON1C2C=CC=CC=2N=N1.C(N=C=NCCCN(C)C)C.C(=O)([O-])[O-].[K+].[K+]>CN(C)C=O>[C:22]([C:21]1[CH:24]=[C:17]([NH:16][C:13]([C:9]2[N:8]([C:5]3[CH:4]=[CH:3][C:2]([F:1])=[CH:7][CH:6]=3)[CH:12]=[CH:11][CH:10]=2)=[O:15])[CH:18]=[CH:19][C:20]=1[N:25]1[CH2:26][CH2:27][N:28]([CH2:31][CH2:32][OH:33])[CH2:29][CH2:30]1)#[N:23] |f:4.5.6|. Run in CN(C=O)C (dimethylformamide). The product is C(#N)C=1C=C(C=CC1N1CCN(CC1)CCO)NC(=O)C=1N(C=CC1)C1=CC=C(C=C1)F (N-{3-Cyano-4-[4-(2-hydroxyethyl)piperazin-1-yl]phenyl}-1-(4-fluorophenyl)pyrrole-2-carboxamide). The reactants are C(C=C)C=1C(=CC2=C(C(C(O2)C2=CC(=C(C=C2)OC)OC)C)C1)O (Rac-(2S,3S)-5-allyl-6-hydroxy-2-(3,4-dimethoxyphenyl)-3-methyl-2,3-dihydrobenzofuran). The reagents and catalysts are [Pd] (palladium-on-charcoal). Solvent: C(C)(=O)OCC (ethyl acetate). Reaction conditions: time 2 hour. Yields the product OC1=CC2=C([C@@H]([C@H](O2)C2=CC(=C(C=C2)OC)OC)C)C=C1CCC ((2S,3S)-6-Hydroxy-2-(3,4-dimethoxyphenyl)-3-methyl-5-propyl-2,3-dihydrobenzofuran). The yield is 93.2%. RXN SMILES: [CH2:1]([C:4]1[C:5]([OH:24])=[CH:6][C:7]2[O:11][CH:10]([C:12]3[CH:17]=[CH:16][C:15]([O:18][CH3:19])=[C:14]([O:20][CH3:21])[CH:13]=3)[CH:9]([CH3:22])[C:8]=2[CH:23]=1)[CH:2]=[CH2:3]>C(OCC)(=O)C.[Pd]>[OH:24][C:5]1[C:4]([CH2:1][CH2:2][CH3:3])=[CH:23][C:8]2[C@H:9]([CH3:22])[C@@H:10]([C:12]3[CH:17]=[CH:16][C:15]([O:18][CH3:19])=[C:14]([O:20][CH3:21])[CH:13]=3)[O:11][C:7]=2[CH:6]=1. Procedure details: A solution of Rac-(2S,3S)-5-allyl-6-hydroxy-2-(3,4-dimethoxyphenyl)-3-methyl-2,3-dihydrobenzofuran (1.28 g) in ethyl acetate (30 ml) containing 10% palladium-on-charcoal (40 mg) was hydrogenated at 20 p.s.i. for 2 hours. The mixture was filtered and the filtrate was evaporated to give (2S,3S)-6-Hydroxy-2-(3,4-dimethoxyphenyl)-3-methyl-5-propyl-2,3-dihydrobenzofuran (1.2 g); n.m.r. (CDCl3): δ0.99 (t, CH2CH2CH3), 1.37 (d, CH3 --3), 1.65 (m, CH2CH2CH3), 2.55 (t, CH2CH2CH3), 3.38 (m, H-3), 3.90, 3.9... The reactants are CC[SiH](CC)CC, COC(=O)c1cc2[nH]c(-c3ccc(Cl)cc3)c(C3=CCCCC3)c2s1, O=C(O)C(F)(F)F. Yields the product COC(=O)c1cc2[nH]c(-c3ccc(Cl)cc3)c(C3CCCCC3)c2s1. Reaction SMILES: [CH2:26]([SiH:27]([CH2:28][CH3:29])[CH2:30][CH3:31])[CH3:32].[Cl:1][c:2]1[cH:3][cH:4][c:5](-[c:8]2[c:9]([C:20]3=[CH:21][CH2:22][CH2:23][CH2:24][CH2:25]3)[c:10]3[c:11]([nH:12]2)[cH:13][c:14]([C:16](=[O:17])[O:18][CH3:19])[s:15]3)[cH:6][cH:7]1.[F:33][C:34]([F:35])([F:36])[C:37]([OH:38])=[O:39]>>[Cl:1][c:2]1[cH:3][cH:4][c:5](-[c:8]2[c:9]([CH:20]3[CH2:21][CH2:22][CH2:23][CH2:24][CH2:25]3)[c:10]3[c:11]([nH:12]2)[cH:13][c:14]([C:16](=[O:17])[O:18][CH3:19])[s:15]3)[cH:6][cH:7]1. The reactants are CC(=O)[O-], Cc1ncccc1OS(=O)(=O)C(F)(F)F, CN(C)C=O, ClCCl, CN(C(=O)C(C)(C)c1cc(C(F)(F)F)cc(C(F)(F)F)c1)c1cnc(N2CC(O)CC2CO)cc1I, [K+], [Na+], [Na+], O=C([O-])[O-], O. The product is Cc1ncccc1-c1cc(N2CC(O)CC2CO)ncc1N(C)C(=O)C(C)(C)c1cc(C(F)(F)F)cc(C(F)(F)F)c1. As a reaction SMILES: [CH3:17][C:18](=[O:19])[O-:20].[CH3:1][c:2]1[n:3][cH:4][cH:5][cH:6][c:7]1[O:8][S:9]([C:10]([F:11])([F:12])[F:13])(=[O:14])=[O:15].[CH3:63][N:64]([CH3:65])[CH:66]=[O:67].[Cl:69][CH2:70][Cl:71].[F:21][C:22]([c:23]1[cH:24][c:25]([C:33]([C:34](=[O:35])[N:36]([CH3:37])[c:38]2[cH:39][n:40][c:41]([N:45]3[CH:46]([CH2:51][OH:52])[CH2:47][CH:48]([OH:50])[CH2:49]3)[cH:42][c:43]2[I:44])([CH3:53])[CH3:54])[cH:26][c:27]([C:29]([F:30])([F:31])[F:32])[cH:28]1)([F:55])[F:56].[K+:16].[Na+:57].[Na+:58].[O-:59][C:60](=[O:61])[O-:62].[OH2:68]>>[CH3:1][c:2]1[n:3][cH:4][cH:5][cH:6][c:7]1-[c:43]1[c:38]([N:36]([C:34]([C:33]([c:25]2[cH:24][c:23]([C:22]([F:21])([F:55])[F:56])[cH:28][c:27]([C:29]([F:30])([F:31])[F:32])[cH:26]2)([CH3:53])[CH3:54])=[O:35])[CH3:37])[cH:39][n:40][c:41]([N:45]2[CH:46]([CH2:51][OH:52])[CH2:47][CH:48]([OH:50])[CH2:49]2)[cH:42]1. The reactants are C(C)(=O)C1=C(C(=C(OCC=2C(=C(C(=O)O)C=CC2)OCC)C=C1)CCC)O (3-[(4-Acetyl-3-hydroxy-2-propylphenoxy)methyl]-2-ethoxybenzoic acid), N1=CC(=CC=C1)CCCCN (3-pyridine butanamine), C(C)(=O)C1=C(C(=C(OCC2=C(C(=C(C(=O)N)C=C2)OCC)CCCCC=2C=NC=CC2)C=C1)CCC)O ((4-Acetyl-3-hydroxy-2-propylphenoxy-methyl]-2-ethoxy-[4-(3-pyridinyl)butyl]benzamide). Yields the product C(C)(=O)C1=C(C(=C(OCC=2C(=C(C(=O)N)C=CC2CCCCC=2C=NC=CC2)OCC)C=C1)CCC)O (3-[(4-Acetyl-3-hydroxy-2-propylphenoxy)-methyl]-2-ethoxy-[4-(3-pyridinyl)butyl]benzamide). The yield is 73.0%. As a reaction SMILES: [C:1]([C:4]1[CH:23]=[CH:22][C:7]([O:8][CH2:9][C:10]2[C:11]([O:19][CH2:20][CH3:21])=[C:12]([CH:16]=[CH:17][CH:18]=2)[C:13](O)=[O:14])=[C:6]([CH2:24][CH2:25][CH3:26])[C:5]=1[OH:27])(=[O:3])[CH3:2].[N:28]1[CH:33]=[CH:32][CH:31]=[C:30]([CH2:34][CH2:35][CH2:36][CH2:37]N)[CH:29]=1.C(C1C=CC(OCC2C=CC(C([NH2:54])=O)=C(OCC)C=2CCCCC2C=NC=CC=2)=C(CCC)C=1O)(=O)C>>[C:1]([C:4]1[CH:23]=[CH:22][C:7]([O:8][CH2:9][C:10]2[C:11]([O:19][CH2:20][CH3:21])=[C:12]([CH:16]=[CH:17][C:18]=2[CH2:37][CH2:36][CH2:35][CH2:34][C:30]2[CH:29]=[N:28][CH:33]=[CH:32][CH:31]=2)[C:13]([NH2:54])=[O:14])=[C:6]([CH2:24][CH2:25][CH3:26])[C:5]=1[OH:27])(=[O:3])[CH3:2]. Procedure details: 3-[(4-Acetyl-3-hydroxy-2-propylphenoxy)methyl]-2-ethoxybenzoic acid was allowed to react with 3-pyridine butanamine according to the procedure of Example 32 and the product was purified by recrystallization from methylene chloride-ether to give, 3-[(4-Acetyl-3-hydroxy-2-propylphenoxy-methyl]-2-ethoxy-[4-(3-pyridinyl)butyl]benzamide, the title compound, mp 107°-109° in 73% yield. Starting materials: CC(=O)c1ccccc1N(C)C(=O)CNC(=O)C(C)(C)C, CO, O=Cc1ccc(Cl)c(Cl)c1, [Na+], [OH-]. Yields the product CN(C(=O)CNC(=O)C(C)(C)C)c1ccccc1C(=O)C=Cc1ccc(Cl)c(Cl)c1. RXN SMILES: [C:3]([CH3:4])(=[O:5])[c:6]1[c:7]([N:12]([C:13](=[O:14])[CH2:15][NH:16][C:17]([C:18]([CH3:19])([CH3:20])[CH3:21])=[O:22])[CH3:23])[cH:8][cH:9][cH:10][cH:11]1.[CH3:34][OH:35].[Cl:24][c:25]1[cH:26][c:27]([CH:28]=[O:29])[cH:30][cH:31][c:32]1[Cl:33].[Na+:2].[OH-:1]>>[C:3]([CH:4]=[CH:28][c:27]1[cH:26][c:25]([Cl:24])[c:32]([Cl:33])[cH:31][cH:30]1)(=[O:5])[c:6]1[c:7]([N:12]([C:13](=[O:14])[CH2:15][NH:16][C:17]([C:18]([CH3:19])([CH3:20])[CH3:21])=[O:22])[CH3:23])[cH:8][cH:9][cH:10][cH:11]1.